The task is: describe an organic reaction: reactants, conditions, products, and yield. This data is from the Open Reaction Database (ORD), a public repository of structured organic reaction records. Reactants: FC1=CC=C(C=C1)CC(C(=O)OCC)C(C1=CC=C(C=C1)C(F)(F)F)O (ethyl(2RS,3RS)-2-((4-fluorophenyl)methyl)-3-hydroxy-3-(4-(trifluoromethyl)phenyl)propionate), [OH-].[Na+] (sodium hydroxide), Cl (hydrochloric acid). Run in CO (methanol). Conditions: time 8 hour. Product: FC1=CC=C(C=C1)CC(C(=O)O)C(C1=CC=C(C=C1)C(F)(F)F)O ((2RS,3RS)-2-((4-fluorophenyl)methyl)-3-hydroxy-3-(4-(trifluoromethyl)phenyl)propionic acid). Isolated yield 88.3%. RXN SMILES: [F:1][C:2]1[CH:7]=[CH:6][C:5]([CH2:8][CH:9]([CH:15]([OH:26])[C:16]2[CH:21]=[CH:20][C:19]([C:22]([F:25])([F:24])[F:23])=[CH:18][CH:17]=2)[C:10]([O:12]CC)=[O:11])=[CH:4][CH:3]=1.[OH-].[Na+].Cl>CO>[F:1][C:2]1[CH:3]=[CH:4][C:5]([CH2:8][CH:9]([CH:15]([OH:26])[C:16]2[CH:21]=[CH:20][C:19]([C:22]([F:24])([F:25])[F:23])=[CH:18][CH:17]=2)[C:10]([OH:12])=[O:11])=[CH:6][CH:7]=1 |f:1.2|. Procedure details: To a solution of ethyl(2RS,3RS)-2-((4-fluorophenyl)methyl)-3-hydroxy-3-(4-(trifluoromethyl)phenyl)propionate (27.5 g, 74.3 mmol) in methanol (300 ml) was added 1N aqueous sodium hydroxide solution (150 ml, 150 mmol), and the mixture was stirred overnight at room temperature. The reaction solution was poured into 1N aqueous hydrochloric acid solution (180 ml), and the mixture was extracted with ethyl acetate (300 ml×2). The extract was washed with saturated brine, dried over anhydrous magnesium s...